Dataset: the Open Reaction Database (ORD), a public repository of structured organic reaction records. Task: describe an organic reaction: reactants, conditions, products, and yield Reactants: FC1=CC=C(C=C1)C=1C(=CC(NC1C(F)(F)F)=O)C1=CC=C(C=C1)S(=O)(=O)C (5-(4-fluorophenyl)-4-[4-(methylsulfonyl)phenyl]-6-(trifluoromethyl)-2-oxo-pyridine), C(C#C)Br (propargyl bromide), C([O-])([O-])=O.[K+].[K+] (potassium carbonate). Run in CN(C)C=O (DMF). Reaction conditions: time 60 hour. The product is FC1=CC=C(C=C1)C=1C(=CC(=NC1C(F)(F)F)OCC#C)C1=CC=C(C=C1)S(=O)(=O)C (5-(4-Fluorophenyl)-4-[4-(methylsulfonyl)phenyl]-2-(2-propynyloxy)-6-(trifluoromethyl)pyridine). The yield is 46.6%. RXN SMILES: [F:1][C:2]1[CH:7]=[CH:6][C:5]([C:8]2[C:9]([C:19]3[CH:24]=[CH:23][C:22]([S:25]([CH3:28])(=[O:27])=[O:26])=[CH:21][CH:20]=3)=[CH:10][C:11](=[O:18])[NH:12][C:13]=2[C:14]([F:17])([F:16])[F:15])=[CH:4][CH:3]=1.[CH2:29](Br)[C:30]#[CH:31].C(=O)([O-])[O-].[K+].[K+]>CN(C=O)C>[F:1][C:2]1[CH:7]=[CH:6][C:5]([C:8]2[C:9]([C:19]3[CH:24]=[CH:23][C:22]([S:25]([CH3:28])(=[O:26])=[O:27])=[CH:21][CH:20]=3)=[CH:10][C:11]([O:18][CH2:31][C:30]#[CH:29])=[N:12][C:13]=2[C:14]([F:15])([F:17])[F:16])=[CH:4][CH:3]=1 |f:2.3.4|. Procedure details: A mixture of 0.11 g of 5-(4-fluorophenyl)-4-[4-(methylsulfonyl)phenyl]-6-(trifluoromethyl)-2-oxo-pyridine (step 5 of Example 1), 2.5 g of propargyl bromide, 0.3 g of potassium carbonate, and 5 mL of DMF was stirred for 60 hours and concentrated in vacuo. The residue was triturated with water and extracted with methylene chloride. The methylene chloride extract was dried over MgSO4 and filtered through silica gel. The filtrate was reconcentrated in vacuo and the residue was crystallized from ethe... Starting materials: OC1(CCNCC1)C1=CC=CC=C1 (4-hydroxy-4-phenyl piperidine), C(C)(C)(C)OC(C1=CC=C(C=C1)F)=O (tert-butyl-4-fluorobenzoate), C([O-])([O-])=O.[K+].[K+] (potassium carbonate). The solvent is CS(=O)C (DMSO), C(C)OCC (diethyl ether). Conditions: temperature 125 celsius, time 16 hour. Product: OC1(CCN(CC1)C1=CC=C(C(=O)OC(C)(C)C)C=C1)C1=CC=CC=C1 (tert-butyl 4-(4-hydroxy-4-phenylpiperidin-1-yl)benzoate). RXN SMILES: [OH:1][C:2]1([C:8]2[CH:13]=[CH:12][CH:11]=[CH:10][CH:9]=2)[CH2:7][CH2:6][NH:5][CH2:4][CH2:3]1.[C:14]([O:18][C:19](=[O:27])[C:20]1[CH:25]=[CH:24][C:23](F)=[CH:22][CH:21]=1)([CH3:17])([CH3:16])[CH3:15].C(=O)([O-])[O-].[K+].[K+]>CS(C)=O.C(OCC)C>[OH:1][C:2]1([C:8]2[CH:13]=[CH:12][CH:11]=[CH:10][CH:9]=2)[CH2:7][CH2:6][N:5]([C:23]2[CH:24]=[CH:25][C:20]([C:19]([O:18][C:14]([CH3:15])([CH3:16])[CH3:17])=[O:27])=[CH:21][CH:22]=2)[CH2:4][CH2:3]1 |f:2.3.4|. Procedure details: A solution of 4-hydroxy-4-phenyl piperidine (221 mg, 1.25 mmol) in DMSO (1 mL) was treated with tert-butyl-4-fluorobenzoate (196 mg, 1.00 mmol) and powdered potassium carbonate (173 mg, 1.25 mmol), stirred vigorously at 125° C. for 16 hours, cooled to room temperature, diluted with diethyl ether, washed with brine, dried (MgSO4), filtered, and concentrated to provide the desired product. MS (DCI(+)) m/e 354 (M+H)+. Reactants: N#Cc1cc(=O)[nH]nc1-c1ccccc1, O=S(=O)(O)O. Product: NC(=O)c1cc(=O)[nH]nc1-c1ccccc1. Reaction SMILES: [O:1]=[c:2]1[nH:3][n:4][c:5](-[c:10]2[cH:11][cH:12][cH:13][cH:14][cH:15]2)[c:6]([C:8]#[N:9])[cH:7]1.[S:16]([OH:17])(=[O:18])(=[O:19])[OH:20]>>[O:1]=[c:2]1[nH:3][n:4][c:5](-[c:10]2[cH:11][cH:12][cH:13][cH:14][cH:15]2)[c:6]([C:8]([NH2:9])=[O:17])[cH:7]1. Reactants: [BH4-].[Na+] (sodium borohydride), O1C(CCCC1)O[C@H]1C[C@H]2C[C@@H]([C@H]3[C@@H]4CC[C@H]([C@@H](CCC(=O)O)C)[C@]4(CC[C@@H]3[C@]2(CC1)C)C)OC1OCCCC1 (3α,7β-Ditetrahydropyranyloxy-5β-cholan-24-oic acid), Cl (hydrochloric acid), CN1CCOCC1 (N-methylmorpholine), ClC(=O)OCC(C)C (isobutyl chloroformate). Solvent: O (water), O1CCCC1 (tetrahydrofuran), C(C)(=O)OCC (ethyl acetate), O (water). Conditions: time 30 minute. Product: O1C(CCCC1)O[C@H]1C[C@H]2C[C@@H]([C@H]3[C@@H]4CC[C@H]([C@@H](CCCO)C)[C@]4(CC[C@@H]3[C@]2(CC1)C)C)OC1OCCCC1 (3α,7β-Ditetrahydropyranyloxy-5β-cholan-24-ol). The yield is 98.3%. RXN SMILES: [O:1]1[CH2:6][CH2:5][CH2:4][CH2:3][CH:2]1[O:7][C@@H:8]1[CH2:31][CH2:30][C@@:29]2([CH3:32])[C@H:10]([CH2:11][C@H:12]([O:34][CH:35]3[CH2:40][CH2:39][CH2:38][CH2:37][O:36]3)[C@@H:13]3[C@@H:28]2[CH2:27][CH2:26][C@@:25]2([CH3:33])[C@H:14]3[CH2:15][CH2:16][C@@H:17]2[C@H:18]([CH3:24])[CH2:19][CH2:20][C:21](O)=[O:22])[CH2:9]1.CN1CCOCC1.ClC(OCC(C)C)=O.[BH4-].[Na+].Cl>O1CCCC1.O.C(OCC)(=O)C>[O:1]1[CH2:6][CH2:5][CH2:4][CH2:3][CH:2]1[O:7][C@@H:8]1[CH2:31][CH2:30][C@@:29]2([CH3:32])[C@H:10]([CH2:11][C@H:12]([O:34][CH:35]3[CH2:40][CH2:39][CH2:38][CH2:37][O:36]3)[C@@H:13]3[C@@H:28]2[CH2:27][CH2:26][C@@:25]2([CH3:33])[C@H:14]3[CH2:15][CH2:16][C@@H:17]2[C@H:18]([CH3:24])[CH2:19][CH2:20][CH2:21][OH:22])[CH2:9]1 |f:3.4|. Reported procedure: To a solution of compound (2) (9.80 g; 17.48 mmoles) in anhydrous tetrahydrofuran (250 ml), at -70° C. under magnetic stirring and nitrogen atmosphere, N-methylmorpholine (1.76 g; 17.48 mmoles) and isobutyl chloroformate (2.87 g; 21.0 mmoles) were added. The reaction mixture was left to react for 30 min., the separated solid was then removed by filtration and the filtrate was added to a sodium borohydride solution (1.65 g; 43.6 mmoles) in water (10 ml) kept at -10° C. under magnetic stirring at ... The reactants are esters, FC(C1=CC=C(CN2C3CC3CC[C@@H]2C(=O)N[C@@H](C)C2=CC=C(C(=O)OC)C=C2)C=C1)(F)F (methyl 4-((1S)-1-((3R)-2-(4-(trifluoromethyl)benzyl)-2-azabicyclo[4.1.0]heptane-3-carboxamido)ethyl)benzoate), O[Li].O (LiOH H2O). Yields the product FC(C1=CC=C(CN2C3CC3CC[C@@H]2C(=O)N[C@@H](C)C2=CC=C(C(=O)O)C=C2)C=C1)(F)F (4-((1S)-1-((3R)-2-(4-(trifluoromethyl)benzyl)-2-azabicyclo[4.1.0]heptane-3-carboxamido)ethyl)benzoic acid). The yield is 74.3%. As a reaction SMILES: [F:1][C:2]([F:33])([F:32])[C:3]1[CH:31]=[CH:30][C:6]([CH2:7][N:8]2[C@@H:14]([C:15]([NH:17][C@H:18]([C:20]3[CH:29]=[CH:28][C:23]([C:24]([O:26]C)=[O:25])=[CH:22][CH:21]=3)[CH3:19])=[O:16])[CH2:13][CH2:12][CH:11]3[CH:9]2[CH2:10]3)=[CH:5][CH:4]=1.O[Li].O>>[F:32][C:2]([F:1])([F:33])[C:3]1[CH:31]=[CH:30][C:6]([CH2:7][N:8]2[C@@H:14]([C:15]([NH:17][C@H:18]([C:20]3[CH:21]=[CH:22][C:23]([C:24]([OH:26])=[O:25])=[CH:28][CH:29]=3)[CH3:19])=[O:16])[CH2:13][CH2:12][CH:11]3[CH:9]2[CH2:10]3)=[CH:5][CH:4]=1 |f:1.2|. Procedure details: The title compound (E26) (7.2 mg) was prepared according to the general procedure for esters hydrolysis (Method D) starting from methyl 4-((1S)-1-((3R)-2-(4-(trifluoromethyl)benzyl)-2-azabicyclo[4.1.0]heptane-3-carboxamido)ethyl)benzoate (diastereoisomers mixture) (D143) (10 mg). (LiOH H2O: 4 eq; reaction time: 10 hrs) Yields the product NC=1C=C(C#N)C=C(C1Cl)N1CCC2(CCN(C2=O)C)CC1 (3-amino-4-chloro-5-(2-methyl-1-oxo-2,8-diazaspiro[4.5]decan-8-yl)benzonitrile). Procedure details: tert-butyl-(2-chloro-5-cyano-3-(2-methyl-1-oxo-2,8-diazaspiro[4.5]decan-8-yl)phenyl)carbamate (336 mg, 0.802 mmol) in DCM (3 mL) was treated with TFA (1.174 mL, 15.24 mmol) at room temperature for 2 h. Solvent was evaporated and the residue was redissolved in DCM and concentrated again. The reaction mixture was diluted with dichloromethane and washed with saturated sodium bicarbonate. The aqueous layer was extracted with dichloromethane two more times. The combined organic layers were dried over... RXN SMILES: C(OC(=O)[NH:7][C:8]1[CH:13]=[C:12]([C:14]#[N:15])[CH:11]=[C:10]([N:16]2[CH2:27][CH2:26][C:19]3([C:23](=[O:24])[N:22]([CH3:25])[CH2:21][CH2:20]3)[CH2:18][CH2:17]2)[C:9]=1[Cl:28])(C)(C)C.C(O)(C(F)(F)F)=O>C(Cl)Cl>[NH2:7][C:8]1[CH:13]=[C:12]([CH:11]=[C:10]([N:16]2[CH2:27][CH2:26][C:19]3([C:23](=[O:24])[N:22]([CH3:25])[CH2:21][CH2:20]3)[CH2:18][CH2:17]2)[C:9]=1[Cl:28])[C:14]#[N:15]. The yield is 70.0%. Run in C(Cl)Cl (DCM). The reactants are C(C)(C)(C)OC(NC1=C(C(=CC(=C1)C#N)N1CCC2(CCN(C2=O)C)CC1)Cl)=O (tert-butyl-(2-chloro-5-cyano-3-(2-methyl-1-oxo-2,8-diazaspiro[4.5]decan-8-yl)phenyl)carbamate), C(=O)(C(F)(F)F)O (TFA). Starting materials: ClC1=NC=NC(=C1)Cl (4,6-dichloro-pyrimidine), N1C=NC=C1 (imidazole). Run in O1CCCC1 (tetrahydrofuran). Yields the product ClC1=CC(=NC=N1)N1C=NC=C1 (6-chloro-4-(1-imidazolyl)pyrimidine). Isolated yield 78.4%. As a reaction SMILES: Cl[C:2]1[CH:7]=[C:6]([Cl:8])[N:5]=[CH:4][N:3]=1.[NH:9]1[CH:13]=[CH:12][N:11]=[CH:10]1>O1CCCC1>[Cl:8][C:6]1[N:5]=[CH:4][N:3]=[C:2]([N:9]2[CH:13]=[CH:12][N:11]=[CH:10]2)[CH:7]=1. Procedure: In anhydrous tetrahydrofuran, 298 mg of 4,6-dichloro-pyrimidine was substituted with 136 mg of imidazole. The reaction mixture was treated according to the procedure of Example 5 to yield 283 mg of the 6-chloro-4-(1-imidazolyl)pyrimidine, recrystallized from a mixture of n-hexane and ethyl acetate, having a melting point of 131.5°-132° C. Yields the product Clc1cc(Nn2ccc3ccccc32)ncn1. The reactants are CC(C)O, Clc1cc(Cl)ncn1, O, Nn1ccc2ccccc21. As a reaction SMILES: [CH:1]([OH:2])([CH3:3])[CH3:4].[Cl:5][c:6]1[n:7][cH:8][n:9][c:10]([Cl:12])[cH:11]1.[OH2:23].[n:13]1([NH2:22])[cH:14][cH:15][c:16]2[cH:17][cH:18][cH:19][cH:20][c:21]12>>[c:6]1([NH:22][n:13]2[cH:14][cH:15][c:16]3[cH:17][cH:18][cH:19][cH:20][c:21]23)[n:7][cH:8][n:9][c:10]([Cl:12])[cH:11]1. Starting materials: C1(=CC=CC=C1)CCCC1=CC=C(C=C1)P(Cl)C1=CC=C(C=C1)CCCC1=CC=CC=C1 (Di[p-(3-phenylpropyl)phenyl]chlorophosphine). Solvent: C1CCOC1 (THF). Yields the product C1(=CC=CC=C1)CCCC1=CC=C(C=C1)PC1=CC=C(C=C1)CCCC1=CC=CC=C1 (Di[p-(3-phenylpropyl)phenyl]phosphine). Reaction SMILES: [C:1]1([CH2:7][CH2:8][CH2:9][C:10]2[CH:15]=[CH:14][C:13]([P:16]([C:18]3[CH:23]=[CH:22][C:21]([CH2:24][CH2:25][CH2:26][C:27]4[CH:32]=[CH:31][CH:30]=[CH:29][CH:28]=4)=[CH:20][CH:19]=3)Cl)=[CH:12][CH:11]=2)[CH:6]=[CH:5][CH:4]=[CH:3][CH:2]=1>C1COCC1>[C:27]1([CH2:26][CH2:25][CH2:24][C:21]2[CH:22]=[CH:23][C:18]([PH:16][C:13]3[CH:12]=[CH:11][C:10]([CH2:9][CH2:8][CH2:7][C:1]4[CH:6]=[CH:5][CH:4]=[CH:3][CH:2]=4)=[CH:15][CH:14]=3)=[CH:19][CH:20]=2)[CH:28]=[CH:29][CH:30]=[CH:31][CH:32]=1. Procedure: Di[p-(3-phenylpropyl)phenyl]chlorophosphine 1 (6.0 g, 13.1 mmol) was dissolved in 150 ml THF and Li (0.185 g, 26.2 mmol) was chopped directly into the reaction flask under Ar. A deep red solution was resulted in 10 min and all the lithium was consumed in 4 h. The solvent was removed by vacuum and 100 ml diethyl ether was added. The organic phase was washed 3×20 ml H2O and dried over MgSO4. Ether was then removed by vacuum and the final product was obtained as a pale yellow oil with quantitative ...